This data is from the Open Reaction Database (ORD), a public repository of structured organic reaction records. The task is: describe an organic reaction: reactants, conditions, products, and yield Starting materials: C(C)OC(=O)C=1C(C2=C(N(C1)CC)SC(=C2)C=O)=O (4,7-dihydro-7-ethyl-2-formyl-4-oxo-thieno[2,3-b]pyridine-5-carboxylic acid ethyl ester), Cl.NO (hydroxylamine hydrochloride), [OH-].[Na+] (sodium hydroxide). Run in C(C)O (ethanol). Product: C(C)OC(=O)C=1C(C2=C(N(C1)CC)SC(=C2)C=NO)=O (4,7-dihydro-7-ethyl-2-hydroxyiminomethyl-4-oxo-thieno[2,3-b]pyridine-5-carboxylic acid ethyl ester). The yield is 80.0%. Reaction SMILES: [CH2:1]([O:3][C:4]([C:6]1[C:7](=[O:19])[C:8]2[CH:16]=[C:15]([CH:17]=O)[S:14][C:9]=2[N:10]([CH2:12][CH3:13])[CH:11]=1)=[O:5])[CH3:2].Cl.[NH2:21][OH:22].[OH-].[Na+]>C(O)C>[CH2:1]([O:3][C:4]([C:6]1[C:7](=[O:19])[C:8]2[CH:16]=[C:15]([CH:17]=[N:21][OH:22])[S:14][C:9]=2[N:10]([CH2:12][CH3:13])[CH:11]=1)=[O:5])[CH3:2] |f:1.2,3.4|. Reported procedure: In 50 ml of warm ethanol was dissolved 0.5 g of 4,7-dihydro-7-ethyl-2-formyl-4-oxo-thieno[2,3-b]pyridine-5-carboxylic acid ethyl ester. The solution was cooled to room-temperature, then 0.2 g of hydroxylamine hydrochloride was added followed by 2 ml of a 5%-solution of sodium hydroxide. After filtration, 4,7-dihydro-7-ethyl-2-hydroxyiminomethyl-4-oxo-thieno[2,3-b]pyridine-5-carboxylic acid ethyl ester was obtained in a yield of 80%. The product is BrC1=NC(=CC=C1)N1CC(C1)OC1=CC=C(C=C1)F (2-bromo-6-(3-(4-fluorophenoxy)azetidin-1-yl)pyridine). Conditions: time 3.5 hour. Isolated yield 76.8%. Run in CC(C)O (2-propanol). RXN SMILES: [Br:1][C:2]1[CH:7]=[CH:6][CH:5]=[C:4](F)[N:3]=1.C(N(C(C)C)C(C)C)C.Cl.[F:19][C:20]1[CH:30]=[CH:29][C:23]([O:24][CH:25]2[CH2:28][NH:27][CH2:26]2)=[CH:22][CH:21]=1>CC(O)C>[Br:1][C:2]1[CH:7]=[CH:6][CH:5]=[C:4]([N:27]2[CH2:28][CH:25]([O:24][C:23]3[CH:22]=[CH:21][C:20]([F:19])=[CH:30][CH:29]=3)[CH2:26]2)[N:3]=1 |f:2.3|. Starting materials: BrC1=NC(=CC=C1)F (2-bromo-6-fluoropyridine), C(C)N(C(C)C)C(C)C (N-ethyl-N-isopropylpropan-2-amine), Cl.FC1=CC=C(OC2CNC2)C=C1 (3-(4-fluorophenoxy)azetidine hydrochloride). Procedure: To 2-bromo-6-fluoropyridine (150.0 mg, 0.852 mmol) in 2-propanol (3.00 mL) at RT was added N-ethyl-N-isopropylpropan-2-amine (0.445 mL, 2.56 mmol) followed by 3-(4-fluorophenoxy)azetidine hydrochloride (174 mg, 0.852 mmol). The resulting reaction mixture was stirred at RT for 3.5 h, then heated to 70° C. for 24 h, cooled to RT and concentrated. Purification of the crude product using MPLC (5 g cartridge, 12 g column, 0 to 60% EtOAc-hexanes) gave 2-bromo-6-(3-(4-fluorophenoxy)azetidin-1-yl)pyridi... The reactants are CC1(C)Oc2ccncc2C2OC21, O=c1ccc(-c2ccc(Cl)cc2)n[nH]1. Product: CC1(C)Oc2ccncc2C(n2nc(-c3ccc(Cl)cc3)ccc2=O)C1O. As a reaction SMILES: [CH3:1][C:2]1([CH3:13])[CH:3]2[CH:4]([c:5]3[cH:6][n:7][cH:8][cH:9][c:10]3[O:11]1)[O:12]2.[Cl:14][c:15]1[cH:16][cH:17][c:18](-[c:21]2[cH:22][cH:23][c:24](=[O:27])[nH:25][n:26]2)[cH:19][cH:20]1>>[CH3:1][C:2]1([CH3:13])[CH:3]([OH:12])[CH:4]([n:25]2[c:24](=[O:27])[cH:23][cH:22][c:21](-[c:18]3[cH:17][cH:16][c:15]([Cl:14])[cH:20][cH:19]3)[n:26]2)[c:5]2[cH:6][n:7][cH:8][cH:9][c:10]2[O:11]1. Reactants: FC1=CC2=C(N3C(S2)=NC(=C3)C(=O)OCC)C=C1 (Ethyl 7-fluoro-imidazo[2,1-b]-benzthiazole-2-carboxylate), [Li+].[BH4-] (LiBH4), C(=O)([O-])[O-].[K+].[K+] (K2CO3). The solvent is C1CCOC1 (THF). Yields the product FC1=CC2=C(N3C(S2)=NC(=C3)CO)C=C1 (7-Fluoro-imidazo[2,1-b]-benzthiazole-2-methanol). As a reaction SMILES: [F:1][C:2]1[CH:18]=[CH:17][C:5]2[N:6]3[CH:11]=[C:10]([C:12](OCC)=[O:13])[N:9]=[C:7]3[S:8][C:4]=2[CH:3]=1.[Li+].[BH4-].C([O-])([O-])=O.[K+].[K+]>C1COCC1>[F:1][C:2]1[CH:18]=[CH:17][C:5]2[N:6]3[CH:11]=[C:10]([CH2:12][OH:13])[N:9]=[C:7]3[S:8][C:4]=2[CH:3]=1 |f:1.2,3.4.5|. Procedure details: 7-Fluoro-imidazo[2,1-b]-benzthiazole-2-methanol was prepared starting from Ethyl 7-fluoro-imidazo[2,1-b]-benzthiazole-2-carboxylate (2.64 g, 0.01 mol) and LiBH4 (50 mg) in THF at refluxing temperature for 2 hrs. at the end, reaction mixture was quenched with ice cold water and acidified with 10 N. HCl. Reaction mixture was stirred for 1 hr and neutralized with K2CO3. The separated residue was extracted with chloroform:methanol (3:1) and dried over anhydrous MgSO4. It was filtered and concentrate... Starting materials: C1COCCO1, CCOC(C)=O, CCO, O=S(=O)(c1ccc(Cl)cc1)C(c1cccc(C=Cc2ccccn2)n1)c1cc(F)ccc1F. The product is O=S(=O)(c1ccc(Cl)cc1)C(c1cccc(CCc2ccccn2)n1)c1cc(F)ccc1F. As a reaction SMILES: [CH2:43]1[O:44][CH2:45][CH2:46][O:47][CH2:48]1.[CH3:34][CH2:35][O:36][C:37](=[O:38])[CH3:39].[CH3:40][CH2:41][OH:42].[Cl:1][c:2]1[cH:3][cH:4][c:5]([S:8](=[O:9])(=[O:10])[CH:11]([c:12]2[n:13][c:14]([CH:18]=[CH:19][c:20]3[n:21][cH:22][cH:23][cH:24][cH:25]3)[cH:15][cH:16][cH:17]2)[c:26]2[c:27]([F:33])[cH:28][cH:29][c:30]([F:32])[cH:31]2)[cH:6][cH:7]1>>[Cl:1][c:2]1[cH:3][cH:4][c:5]([S:8](=[O:9])(=[O:10])[CH:11]([c:12]2[n:13][c:14]([CH2:18][CH2:19][c:20]3[n:21][cH:22][cH:23][cH:24][cH:25]3)[cH:15][cH:16][cH:17]2)[c:26]2[c:27]([F:33])[cH:28][cH:29][c:30]([F:32])[cH:31]2)[cH:6][cH:7]1. Reactants: C1CCNCC1, CCO, O=Cc1[nH]c2c(c1CCC(=O)O)CCCC2, O=C1Cc2ccc(N3CCOCC3)cc2N1. Product: O=C(O)CCc1c(C=C2C(=O)Nc3cc(N4CCOCC4)ccc32)[nH]c2c1CCCC2. As a reaction SMILES: [CH2:33]1[CH2:34][CH2:35][NH:36][CH2:37][CH2:38]1.[CH3:39][CH2:40][OH:41].[CH:17](=[O:18])[c:19]1[nH:20][c:21]2[c:26]([c:27]1[CH2:28][CH2:29][C:30](=[O:31])[OH:32])[CH2:25][CH2:24][CH2:23][CH2:22]2.[O:1]1[CH2:2][CH2:3][N:4]([c:7]2[cH:8][cH:9][c:10]3[c:14]([cH:15]2)[NH:13][C:12](=[O:16])[CH2:11]3)[CH2:5][CH2:6]1>>[O:1]1[CH2:2][CH2:3][N:4]([c:7]2[cH:8][cH:9][c:10]3[c:14]([cH:15]2)[NH:13][C:12](=[O:16])[C:11]3=[CH:17][c:19]2[nH:20][c:21]3[c:26]([c:27]2[CH2:28][CH2:29][C:30](=[O:31])[OH:32])[CH2:25][CH2:24][CH2:23][CH2:22]3)[CH2:5][CH2:6]1. The reactants are COc1ccnc(CSc2nc3cc(C(C)=O)c(C)cc3[nH]2)c1OC, O=C(OO)c1cccc(Cl)c1, ClCCl, [Na+], O=C([O-])O, O. Yields the product COc1ccnc(CS(=O)c2nc3cc(C(C)=O)c(C)cc3[nH]2)c1OC. As a reaction SMILES: [C:1]([CH3:2])(=[O:3])[c:4]1[cH:5][c:6]2[c:7]([nH:8][c:9]([S:11][CH2:12][c:13]3[n:14][cH:15][cH:16][c:17]([O:21][CH3:22])[c:18]3[O:19][CH3:20])[n:10]2)[cH:23][c:24]1[CH3:25].[Cl:31][c:32]1[cH:33][cH:34][cH:35][c:36]([C:37]([O:38][OH:39])=[O:40])[cH:41]1.[Cl:42][CH2:43][Cl:44].[Na+:30].[O-:26][C:27]([OH:28])=[O:29].[OH2:45]>>[C:1]([CH3:2])(=[O:3])[c:4]1[cH:5][c:6]2[c:7]([nH:8][c:9]([S:11]([CH2:12][c:13]3[n:14][cH:15][cH:16][c:17]([O:21][CH3:22])[c:18]3[O:19][CH3:20])=[O:26])[n:10]2)[cH:23][c:24]1[CH3:25].